Dataset: the Open Reaction Database (ORD), a public repository of structured organic reaction records. Task: describe an organic reaction: reactants, conditions, products, and yield The reactants are O (water), BrC=1C=CC(=C(C=O)C1)F (5-bromo-2-fluorobenzaldehyde), C([O-])([O-])=O.[K+].[K+] (potassium carbonate), C(C)OCCNCCCC(=O)OC(C)(C)C (tert-butyl 4-[(2-ethoxyethyl)amino]butyrate). Solvent: CN(C)C=O (DMF). Reaction conditions: temperature 90 celsius, time 60 hour. Yields the product BrC1=CC(=C(N(CCCC(=O)OC(C)(C)C)CCOCC)C=C1)C=O (tert-butyl 4-(4-bromo(2-ethoxyethyl)-2-formylanilino]butyrate). The yield is 25.6%. Reaction SMILES: [CH2:1]([O:3][CH2:4][CH2:5][NH:6][CH2:7][CH2:8][CH2:9][C:10]([O:12][C:13]([CH3:16])([CH3:15])[CH3:14])=[O:11])[CH3:2].[Br:17][C:18]1[CH:19]=[CH:20][C:21](F)=[C:22]([CH:25]=1)[CH:23]=[O:24].C(=O)([O-])[O-].[K+].[K+].O>CN(C=O)C>[Br:17][C:18]1[CH:19]=[CH:20][C:21]([N:6]([CH2:5][CH2:4][O:3][CH2:1][CH3:2])[CH2:7][CH2:8][CH2:9][C:10]([O:12][C:13]([CH3:15])([CH3:14])[CH3:16])=[O:11])=[C:22]([CH:23]=[O:24])[CH:25]=1 |f:2.3.4|. Procedure details: In DMF (43.9 ml) was dissolved tert-butyl 4-[(2-ethoxyethyl)amino]butyrate (5.5 g). To the solution was added 5-bromo-2-fluorobenzaldehyde (4.4 g), followed by addition of potassium carbonate (3.6 g). The mixture was stirred at 90° C. for 60 hours and cooled to room temperature. The reaction solution was added to water, the mixture was extracted with ethyl acetate, washed with saturated brine and dried with magnesium sulfate. The solvent was removed under reduced pressure, and the resulting resi... The reactants are NC=1C=C(C(=O)NCCN2[C@H](CCC[C@H]2C)C)C=CC1F (3-amino-N-(2-(2,6-cis-dimethyl piperidin-1-yl)ethyl)-4-fluorobenzamide), BrC1=CC=2N(C=C1)C(=CN2)C(=O)NC=2C=C(C(=O)O)C=CC2F (3-(7-Bromoimidazo[1,2-a]pyridine-3-carboxamido)-4-fluorobenzoic acid), BrC1=CC=2N(C=C1)C(=CN2)C(=O)NC=2C=C(C(=O)O)C=CC2F (3-(7-Bromoimidazo[1,2-a]pyridine-3-carboxamido)-4-fluorobenzoic acid), S(=O)(Cl)Cl (thionyl chloride). Solvent: N1=CC=CC=C1 (pyridine), C1(=CC=CC=C1)C (toluene). Reaction conditions: time 2 hour. Yields the product BrC1=CC=2N(C=C1)C(=CN2)C(=O)NC2=C(C=CC(=C2)C(NCCN2[C@H](CCC[C@H]2C)C)=O)F (7-Bromo-N-(5-(2-(2,6-cis-dimethylpiperidin-1-yl)ethylcarbamoyl)-2-fluorophenyl)imidazo[1,2-a]pyridine-3-carboxamide). Reaction SMILES: [Br:1][C:2]1[CH:7]=[CH:6][N:5]2[C:8]([C:11]([NH:13][C:14]3[CH:15]=[C:16]([CH:20]=[CH:21][C:22]=3[F:23])[C:17](O)=[O:18])=[O:12])=[CH:9][N:10]=[C:4]2[CH:3]=1.S(Cl)(Cl)=O.NC1C=C(C=CC=1F)C([NH:34][CH2:35][CH2:36][N:37]1[C@H:42]([CH3:43])[CH2:41][CH2:40][CH2:39][C@@H:38]1[CH3:44])=O>C1(C)C=CC=CC=1.N1C=CC=CC=1>[Br:1][C:2]1[CH:7]=[CH:6][N:5]2[C:8]([C:11]([NH:13][C:14]3[CH:15]=[C:16]([C:17](=[O:18])[NH:34][CH2:35][CH2:36][N:37]4[C@H:42]([CH3:43])[CH2:41][CH2:40][CH2:39][C@@H:38]4[CH3:44])[CH:20]=[CH:21][C:22]=3[F:23])=[O:12])=[CH:9][N:10]=[C:4]2[CH:3]=1. Procedure details: 7-Bromoimidazo[1,2-a]pyridine-3-carboxylic acid (Intermediate 1A step 3) (1.150 g, 4.77 mmol) was suspended in toluene (10 ml) and treated with thionyl chloride (1.045 ml, 14.32 mmol). The mixture was at 100° C. for 2 hrs. The solvent was removed in vacuo and the solid was added to a stirred solution of 3-amino-N-(2-(2,6-cis-dimethyl piperidin-1-yl)ethyl)-4-fluorobenzamide (1.4 g, 4.77 mmol) in dry pyridine (5 ml) containing oven dried molecular sieves. The mixture was stirred at RT under nitrog... Starting materials: C(C)OC(=O)C=1NC2=CC=C(C=C2C1)C1=CC=C(C=C1)C(C)(C)C (5-(4-tert-butylphenyl)indole-2-carboxylic acid ethyl ester), BrC1=CC=C(OC(CO)(C)C)C=C1 (2-(4-bromophenoxy)-2-methylpropan-1-ol). Product: C(C)(C)(C)C1=CC=C(C=C1)C=1C=C2C=C(N(C2=CC1)C1=CC=C(C=C1)OC(CO)(C)C)C(=O)O (5-(4-tert-Butylphenyl)-1-(4-(1-hydroxy-2-methylpropan-2-yloxy)phenyl)indole-2-carboxylic acid). RXN SMILES: C([O:3][C:4]([C:6]1[NH:7][C:8]2[C:13]([CH:14]=1)=[CH:12][C:11]([C:15]1[CH:20]=[CH:19][C:18]([C:21]([CH3:24])([CH3:23])[CH3:22])=[CH:17][CH:16]=1)=[CH:10][CH:9]=2)=[O:5])C.Br[C:26]1[CH:37]=[CH:36][C:29]([O:30][C:31]([CH3:35])([CH3:34])[CH2:32][OH:33])=[CH:28][CH:27]=1>>[C:21]([C:18]1[CH:19]=[CH:20][C:15]([C:11]2[CH:12]=[C:13]3[C:8](=[CH:9][CH:10]=2)[N:7]([C:26]2[CH:37]=[CH:36][C:29]([O:30][C:31]([CH3:35])([CH3:34])[CH2:32][OH:33])=[CH:28][CH:27]=2)[C:6]([C:4]([OH:3])=[O:5])=[CH:14]3)=[CH:16][CH:17]=1)([CH3:23])([CH3:22])[CH3:24]. Procedure: The title compound was prepared in accordance with Example 1 using 5-(4-tert-butylphenyl)indole-2-carboxylic acid ethyl ester and 2-(4-bromophenoxy)-2-methylpropan-1-ol. Starting materials: ClC1=NC(=CC=C1C#N)C1=C(C=C(C=C1)Cl)Cl (2-chloro-6-(2,4-dichlorophenyl)pyridine-3-carbonitrile), Cl.N1CC(CCC1)NC1=CC=C(C=N1)C#N (6-(Piperidin-3-ylamino)pyridine-3-carbonitrile hydrochloride), C(C)(C)N(C(C)C)CC (N,N-diisopropylethylamine). The solvent is CS(=O)C (DMSO). Run at temperature 120 celsius. The product is C(#N)C=1C=CC(=NC1)NC1CN(CCC1)C1=NC(=CC=C1C#N)C1=C(C=C(C=C1)Cl)Cl (2-{3-[(5-Cyanopyridin-2-yl)amino]piperidin-1-yl}-6-(2,4-dichlorophenyl)pyridine-3-carbonitrile). Reaction SMILES: Cl[C:2]1[C:7]([C:8]#[N:9])=[CH:6][CH:5]=[C:4]([C:10]2[CH:15]=[CH:14][C:13]([Cl:16])=[CH:12][C:11]=2[Cl:17])[N:3]=1.Cl.[NH:19]1[CH2:24][CH2:23][CH2:22][CH:21]([NH:25][C:26]2[N:31]=[CH:30][C:29]([C:32]#[N:33])=[CH:28][CH:27]=2)[CH2:20]1.C(N(CC)C(C)C)(C)C>CS(C)=O>[C:32]([C:29]1[CH:28]=[CH:27][C:26]([NH:25][CH:21]2[CH2:22][CH2:23][CH2:24][N:19]([C:2]3[C:7]([C:8]#[N:9])=[CH:6][CH:5]=[C:4]([C:10]4[CH:15]=[CH:14][C:13]([Cl:16])=[CH:12][C:11]=4[Cl:17])[N:3]=3)[CH2:20]2)=[N:31][CH:30]=1)#[N:33] |f:1.2|. Procedure details: 60 mg (0.21 mmol) of 2-chloro-6-(2,4-dichlorophenyl)pyridine-3-carbonitrile, 63 mg (0.25 mmol) of 6-(piperidin-3-ylamino)pyridine-3-carbonitrile hydrochloride (Example 10A) and 0.184 ml (1.06 mmol) of N,N-diisopropylethylamine were initially charged in 2 ml of DMSO. The mixture was heated at 120° C. in a microwave for 30 min. The crude product was purified by means of preparative HPLC (method 13). 61 mg (64% of theory) of the product were obtained in solid form. The reactants are CC(CN(C1=CC(=C(C#N)C=C1)C(F)(F)F)CCO)(C)C (4-[(2,2-dimethylpropyl)(2-hydroxyethyl)amino]-2-(trifluoromethyl)benzonitrile), CS(=O)(=O)C1=CC=C(C=C1)O (4-methanesulfonylphenol). The product is CC(CN(C1=CC(=C(C#N)C=C1)C(F)(F)F)CCOC1=CC=C(C=C1)S(=O)(=O)C)(C)C (4-[(2,2-Dimethylpropyl)(2-{[4-(methylsulfonyl)phenyl]oxy}ethyl)amino]-2-(trifluoromethyl)benzonitrile). RXN SMILES: [CH3:1][C:2]([CH3:21])([CH3:20])[CH2:3][N:4]([CH2:17][CH2:18][OH:19])[C:5]1[CH:12]=[CH:11][C:8]([C:9]#[N:10])=[C:7]([C:13]([F:16])([F:15])[F:14])[CH:6]=1.[CH3:22][S:23]([C:26]1[CH:31]=[CH:30][C:29](O)=[CH:28][CH:27]=1)(=[O:25])=[O:24]>>[CH3:1][C:2]([CH3:21])([CH3:20])[CH2:3][N:4]([CH2:17][CH2:18][O:19][C:29]1[CH:30]=[CH:31][C:26]([S:23]([CH3:22])(=[O:25])=[O:24])=[CH:27][CH:28]=1)[C:5]1[CH:12]=[CH:11][C:8]([C:9]#[N:10])=[C:7]([C:13]([F:14])([F:15])[F:16])[CH:6]=1. Reported procedure: Synthesized as described in Example 1C from 4-[(2,2-dimethylpropyl)(2-hydroxyethyl)amino]-2-(trifluoromethyl)benzonitrile and 4-methanesulfonylphenol: MS (ESI) m/z 455 (M+1). Product: CN(C(CCCCCCCCCCC\C=C/CCCCCCCC)=O)CCOC(=O)C=1OC=CC1 (N-methyl-N-(2-furoyloxyethyl)erucamide). Procedure: N-methyl-N-(2-furoyloxyethyl)erucamide was prepared by the procedure of example 1 from 39.5 gms. (0.1 mole) of N-methyl-N-(2-hydroxyethyl)erucamide and 13 gms. (0.1 mole) of furoyl chloride. The structure of the final product was characterized on the basis of IR and NMR spectral analyses as described in example 1. Reaction SMILES: [CH3:1][N:2]([CH2:26][CH2:27][OH:28])[C:3](=[O:25])[CH2:4][CH2:5][CH2:6][CH2:7][CH2:8][CH2:9][CH2:10][CH2:11][CH2:12][CH2:13][CH2:14]/[CH:15]=[CH:16]\[CH2:17][CH2:18][CH2:19][CH2:20][CH2:21][CH2:22][CH2:23][CH3:24].[O:29]1[CH:33]=[CH:32][CH:31]=[C:30]1[C:34](Cl)=[O:35]>>[CH3:1][N:2]([CH2:26][CH2:27][O:28][C:34]([C:30]1[O:29][CH:33]=[CH:32][CH:31]=1)=[O:35])[C:3](=[O:25])[CH2:4][CH2:5][CH2:6][CH2:7][CH2:8][CH2:9][CH2:10][CH2:11][CH2:12][CH2:13][CH2:14]/[CH:15]=[CH:16]\[CH2:17][CH2:18][CH2:19][CH2:20][CH2:21][CH2:22][CH2:23][CH3:24]. Reactants: CN(C(CCCCCCCCCCC\C=C/CCCCCCCC)=O)CCO (N-methyl-N-(2-hydroxyethyl)erucamide), O1C(=CC=C1)C(=O)Cl (furoyl chloride). Procedure: 2.7 g of 1-(10,11-dihydro-2-methyl-dibenzo[b,f]thiepin--10-yl)-piperazine are treated, together with 4.3 g of powdered potassium carbonate, 200 mg of potassium iodide and 90 ml of toluene, with 3.2 g of N-(β-chloroethyl-oxazolidinone and the mixture is heated for 24 hours under reflux. Then the mixture is poured on to ice-water, diluted with benzene and the organic phase washed with saturated soda solution and water, dried over sodium sulphate and concentrated under reduced pressure. There is ob... As a reaction SMILES: [CH3:1][C:2]1[CH:22]=[CH:21][C:5]2[S:6][C:7]3[CH:20]=[CH:19][CH:18]=[CH:17][C:8]=3[CH:9]([N:11]3[CH2:16][CH2:15][NH:14][CH2:13][CH2:12]3)[CH2:10][C:4]=2[CH:3]=1.C(=O)([O-])[O-].[K+].[K+].[I-].[K+].Cl[CH2:32][CH2:33][N:34]1[CH2:38][CH2:37][O:36][C:35]1=[O:39]>C1C=CC=CC=1.C1(C)C=CC=CC=1>[CH3:1][C:2]1[CH:22]=[CH:21][C:5]2[S:6][C:7]3[CH:20]=[CH:19][CH:18]=[CH:17][C:8]=3[CH:9]([N:11]3[CH2:12][CH2:13][N:14]([CH2:32][CH2:33][N:34]4[CH2:38][CH2:37][O:36][C:35]4=[O:39])[CH2:15][CH2:16]3)[CH2:10][C:4]=2[CH:3]=1 |f:1.2.3,4.5|. Run in C1(=CC=CC=C1)C (toluene), C1=CC=CC=C1 (benzene). Starting materials: CC1=CC2=C(SC3=C(C(C2)N2CCNCC2)C=CC=C3)C=C1 (1-(10,11-dihydro-2-methyl-dibenzo[b,f]thiepin--10-yl)-piperazine), C([O-])([O-])=O.[K+].[K+] (potassium carbonate), [I-].[K+] (potassium iodide), ClCCN1C(OCC1)=O (β-chloroethyl-oxazolidinone), ice water. Product: CC1=CC2=C(SC3=C(C(C2)N2CCN(CC2)CCN2C(OCC2)=O)C=CC=C3)C=C1 (3-[2-[4-(10,11-dihydro--2-methyl-dibenzo[b,f]thiepin-10-yl)-1-piperazinyl]-ethyl]--2-oxazolidinone).